Dataset: the Open Reaction Database (ORD), a public repository of structured organic reaction records. Task: describe an organic reaction: reactants, conditions, products, and yield Procedure: 5-(4-Fluorophenyl)-5-hydroxy-1-azaspiro[5.5]undecane (1.27 g, prepared in a similar manner to that described in Example F) was dissolved in concentrated sulphuric acid (25 ml) and stirred at ambient temperature for 2 hours, then the solution was carefully poured onto ice (50 ml), and the sticky solid collected by filtration. The solid was triturated with ether (2×50 ml), collected by filtration, washed with ether and dried in vacuo at ambient temperature to give a solid which was triturated with... Conditions: time 2 hour. Yields the product S(=O)(=O)(O)O.FC1=CC=C(C=C1)C1=CCCNC12CCCCC2 (5-(4-fluorophenyl)-1-azaspiro[5.5]undec-4-ene sulphate). As a reaction SMILES: [F:1][C:2]1[CH:7]=[CH:6][C:5]([C:8]2(O)[C:13]3([CH2:18][CH2:17][CH2:16][CH2:15][CH2:14]3)[NH:12][CH2:11][CH2:10][CH2:9]2)=[CH:4][CH:3]=1.[S:20](=[O:24])(=[O:23])([OH:22])[OH:21]>>[S:20]([OH:24])([OH:23])(=[O:22])=[O:21].[F:1][C:2]1[CH:7]=[CH:6][C:5]([C:8]2[C:13]3([CH2:14][CH2:15][CH2:16][CH2:17][CH2:18]3)[NH:12][CH2:11][CH2:10][CH:9]=2)=[CH:4][CH:3]=1 |f:2.3|. The reactants are FC1=CC=C(C=C1)C1(CCCNC12CCCCC2)O (5-(4-Fluorophenyl)-5-hydroxy-1-azaspiro[5.5]undecane), S(O)(O)(=O)=O (sulphuric acid). The reactants are ClC1=C(C(=CC(=C1)[N+](=O)[O-])F)F (1-Chloro-2,3-difluoro-5-nitrobenzene), C(C)(=O)O (acetic acid). Reagents/catalysts: [Fe] (iron). The solvent is CO (methanol). Reaction conditions: temperature 62.5 celsius, time 2 hour. The product is ClC=1C=C(N)C=C(C1F)F (3-chloro-4,5-difluoroaniline). Yield: 101.9%. Reaction SMILES: [Cl:1][C:2]1[CH:7]=[C:6]([N+:8]([O-])=O)[CH:5]=[C:4]([F:11])[C:3]=1[F:12].C(O)(=O)C>[Fe].CO>[Cl:1][C:2]1[CH:7]=[C:6]([CH:5]=[C:4]([F:11])[C:3]=1[F:12])[NH2:8]. Procedure details: 1-Chloro-2,3-difluoro-5-nitrobenzene (3 g, 15.6 mmol) was added to acetic acid (10 mL) and methanol (250 mL). To this mixture was added iron powder (3.0 g) in portions, stirred for 2 h at 60-65° C., cooled to room temperature, and filtered. The filterate was stripped to a brown solid, which was extracted with ethyl acetate (3×200 mL), washed with 1N NaOH (3×100 mL), and brine (2×100 mL). The organic layer was dried over anhydrous magnesium sulfate, filtered and stripped down to yield the product... Reactants: ON (hydroxyamine), C1(=CC=CC=C1)N1CCN(CC1)C(=O)[C@@H]1[C@H](C[C@@H](CC1)OCC=1C=NC=CC1)C(=O)OC (methyl(1S,2S,5R)-2-[(4-phenylpiperazin-1-yl)carbonyl]-5-(pyridin-3-ylmethoxy)cyclohexanecarboxylate), CO (methanol). Run at time 2 hour. Product: ONC(=O)[C@@H]1[C@H](CC[C@H](C1)OCC=1C=NC=CC1)C(=O)N1CCN(CC1)C1=CC=CC=C1 ((1S,2S,5R)-N-hydroxy-2-[(4-phenylpiperazin-1-yl)carbonyl]-5-(pyridin-3-ylmethoxy)cyclohexanecarboxamide). Reaction SMILES: [OH:1][NH2:2].[C:3]1([N:9]2[CH2:14][CH2:13][N:12]([C:15]([C@H:17]3[CH2:22][CH2:21][C@@H:20]([O:23][CH2:24][C:25]4[CH:26]=[N:27][CH:28]=[CH:29][CH:30]=4)[CH2:19][C@@H:18]3[C:31](OC)=[O:32])=[O:16])[CH2:11][CH2:10]2)[CH:8]=[CH:7][CH:6]=[CH:5][CH:4]=1.CO>>[OH:1][NH:2][C:31]([C@H:18]1[CH2:19][C@H:20]([O:23][CH2:24][C:25]2[CH:26]=[N:27][CH:28]=[CH:29][CH:30]=2)[CH2:21][CH2:22][C@@H:17]1[C:15]([N:12]1[CH2:13][CH2:14][N:9]([C:3]2[CH:4]=[CH:5][CH:6]=[CH:7][CH:8]=2)[CH2:10][CH2:11]1)=[O:16])=[O:32]. Procedure: 1.5 M of hydroxyamine solution (0.7 ml) was added to a solution of methyl(1S,2S,5R)-2-[(4-phenylpiperazin-1-yl)carbonyl]-5-(pyridin-3-ylmethoxy)cyclohexanecarboxylate (0.075 mmol, 0.000075 mol) made above in methanol (0.5 mL, 0.01 mol). It was stirred at rt for 2 hrs then purified by Prep-HPLC. LCMS: (M+H)+=439.3. The reactants are CC1=CC(=NN1)N (5-methyl-1H-pyrazol-3-ylamine), CN(C)C=O (DMF), C(=O)([O-])[O-].[K+].[K+] (K2CO3), ClCC(=O)N1CCN(CC1)C1=CC=C(C=C1)F (2-Chloro-1-[4-(4-fluoro-phenyl)-piperazin-1-yl]-ethanone). Solvent: CCCCCC.C(C)(=O)OCC (hexane ethyl acetate). Yields the product NC1=NN(C(=C1)C)CC(=O)N1CCN(CC1)C1=CC=C(C=C1)F (2-(3-Amino-5-methyl-pyrazol-1-yl)-1-[4-(4-fluorophenyl)-piperazin-1-yl]-ethanone). RXN SMILES: [CH3:1][C:2]1[NH:6][N:5]=[C:4]([NH2:7])[CH:3]=1.C([O-])([O-])=O.[K+].[K+].Cl[CH2:15][C:16]([N:18]1[CH2:23][CH2:22][N:21]([C:24]2[CH:29]=[CH:28][C:27]([F:30])=[CH:26][CH:25]=2)[CH2:20][CH2:19]1)=[O:17].CN(C=O)C>CCCCCC.C(OCC)(=O)C>[NH2:7][C:4]1[CH:3]=[C:2]([CH3:1])[N:6]([CH2:15][C:16]([N:18]2[CH2:19][CH2:20][N:21]([C:24]3[CH:29]=[CH:28][C:27]([F:30])=[CH:26][CH:25]=3)[CH2:22][CH2:23]2)=[O:17])[N:5]=1 |f:1.2.3,6.7|. Procedure details: Protocol T was followed using 5-methyl-1H-pyrazol-3-ylamine, K2CO3, 2-Chloro-1-[4-(4-fluoro-phenyl)-piperazin-1-yl]-ethanone and DMF. Column chromatography using a solvent mixture (hexane/ethyl acetate=1/4) afforded the title compound as a colorless oil. 1H NMR (400 MHz, CDCl3): 7.12-7.18 (m, 3H), 7.0-7.08 (t, 2H), 4.8 (s, 2H), 5.1 (s, 2H), 3.78-3.88 (m, 4H), 3.18-3.38 (m, 4H), 2.28 (s, 3H). MS (ES) M+H expected 317.37, found 318.1 Reactants: N12C[C@H](C(CC1)CC2)NCCC2=NNC=1C=CC=C(C21)C(=O)[O-].[Li+] (lithium (S)-3-(2-(quinuclidin-3-ylamino)ethyl)-1H-indazole-4-carboxylate), FC1=NC=CN2NCC=3[C@@H](C(C=C1C23)=O)C2CN3CCC2CC3 ((S)-4-fluoro-7-(quinuclidin-3-yl)-8,9-dihydro-[1,4]diazepino[6,7,1-hi]indazol-6(7H)-one), Cl (hydrochloric acid). The product is Cl.FC1=NC=CN2NCC=3[C@@H](C(C=C1C23)=O)C2CN3CCC2CC3 ((S)-4-fluoro-7-(quinuclidin-3-yl)-8,9-dihydro-[1,4]diazepino[6,7,1-hi]indazol-6(7H)-one hydrochloride). The yield is 71.0%. RXN SMILES: N12CCC(CC1)[C@H](NCCC1C3C(C([O-])=O)=CC=CC=3NN=1)C2.[Li+].[F:25][C:26]1[C:37]2[C:38]3[N:30]([NH:31][CH2:32][C:33]=3[C@H:34]([CH:40]3[CH:45]4[CH2:46][CH2:47][N:42]([CH2:43][CH2:44]4)[CH2:41]3)[C:35](=[O:39])[CH:36]=2)[CH:29]=[CH:28][N:27]=1.[ClH:48]>>[ClH:48].[F:25][C:26]1[C:37]2[C:38]3[N:30]([NH:31][CH2:32][C:33]=3[C@H:34]([CH:40]3[CH:45]4[CH2:46][CH2:47][N:42]([CH2:43][CH2:44]4)[CH2:41]3)[C:35](=[O:39])[CH:36]=2)[CH:29]=[CH:28][N:27]=1 |f:0.1,4.5|. Procedure: The procedure described in Step F of Example 8 was used to convert lithium (S)-3-(2-(quinuclidin-3-ylamino)ethyl)-1H-indazole-4-carboxylate from Step H above to (S)-4-fluoro-7-(quinuclidin-3-yl)-8,9-dihydro-[1,4]diazepino[6,7,1-hi]indazol-6(7H)-one, which was treated immediately with hydrochloric acid following the procedure described in Step G of Example 8 to afford (S)-4-fluoro-7-(quinuclidin-3-yl)-8,9-dihydro-[1,4]diazepino[6,7,1-hi]indazol-6(7H)-one hydrochloride (30 mg, 71%) as a white soli... Starting materials: CCNCC, C#CCCCO, [I-], Cc1ccccc1I. Product: Cc1ccccc1C#CCCCO. Reaction SMILES: [CH2:16]([NH:17][CH2:18][CH3:19])[CH3:20].[CH2:1]([CH2:2][CH2:3][C:4]#[CH:5])[OH:6].[I-:15].[I:7][c:8]1[c:9]([CH3:14])[cH:10][cH:11][cH:12][cH:13]1>>[CH2:1]([CH2:2][CH2:3][C:4]#[C:5][c:8]1[c:9]([CH3:14])[cH:10][cH:11][cH:12][cH:13]1)[OH:6]. The reactants are ice water, Br[C@H]1[C@@H](C2=C(OC1(C)C)C=CC(=C2)S(=O)(=O)C2=C(C=CC=C2)OC)O (trans-3-bromo-3,4-dihydro-2,2-di-methyl-6-(2-methoxyphenylsulfonyl)-2H benzo[b]pyran-4-ol), [H-].[Na+] (NaH), OC1=NC=CC=C1 (2-hydroxypyridine), CS(=O)C (dimethyl sulfoxide). Reaction conditions: temperature 60 celsius, time 3 hour. Yields the product O=C1N(C=CC=C1)[C@@H]1C2=C(OC([C@H]1O)(C)C)C=CC(=C2)S(=O)(=O)C2=C(C=CC=C2)OC (trans-3,4-Dihydro-4-(1,2-dihydro-2-oxo-pyrid-1-yl)-2,2-dimethyl-6-(2-methoxyphenylsulfonyl) -2H-benzo[b]pyran-3-ol). As a reaction SMILES: Br[C@@H:2]1[C:7]([CH3:9])([CH3:8])[O:6][C:5]2[CH:10]=[CH:11][C:12]([S:14]([C:17]3[CH:22]=[CH:21][CH:20]=[CH:19][C:18]=3[O:23][CH3:24])(=[O:16])=[O:15])=[CH:13][C:4]=2[C@H:3]1O.[H-].[Na+].[OH:28][C:29]1[CH:34]=[CH:33][CH:32]=[CH:31][N:30]=1.CS(C)=[O:37]>>[O:28]=[C:29]1[CH:34]=[CH:33][CH:32]=[CH:31][N:30]1[C@H:3]1[C@H:2]([OH:37])[C:7]([CH3:9])([CH3:8])[O:6][C:5]2[CH:10]=[CH:11][C:12]([S:14]([C:17]3[CH:22]=[CH:21][CH:20]=[CH:19][C:18]=3[O:23][CH3:24])(=[O:15])=[O:16])=[CH:13][C:4]1=2 |f:1.2|. Procedure: 3.5 g (0.0082 mol) of trans-3-bromo-3,4-dihydro-2,2-di-methyl-6-(2-methoxyphenylsulfonyl)-2H benzo[b]pyran-4-ol are added to a suspension of 0.6 g of NaH (80% in oil) (0.0246 mol) and 3.1 g of 2-hydroxypyridine in 50 ml of dimethyl sulfoxide. The mixture is warmed to 60° C. and stirred for 3 hours. The mixture is poured into ice water, and the white precipitate is filtered off with suction and dried in air. Chromatography on silica gel using methanol/ethyl acetate 1:10 gives the product as a whi... Starting materials: C(C)OP(OCC)(=O)C=C1C2=C(N(CCN1)C)C=C(C=C2)Br ((8-bromo-1-methyl-1,2,3,4-tetrahydrobenzo[e][1,4]diazepin-5-ylidenemethyl)phosphonic acid diethyl ester), COC=1C=C(C=CC1)B(O)O (3-methoxyphenylboronic acid), tris-(dibenzylideneacetone) palladium (0), [F-].[Cs+] (caesium fluoride). Reagents/catalysts: C1(CCCCC1)P(C1CCCCC1)C1CCCCC1 (tricyclohexylphosphine). The solvent is O1CCOCC1 (dioxane). Run at temperature 80 celsius. Product: C(C)OP(OCC)(=O)C=C1C2=C(N(CCN1)C)C=C(C=C2)C2=CC(=CC=C2)OC ([8-(3-methoxyphenyl)-1-methyl-1,2,3,4-tetrahydrobenzo[e][1,4]diazepin-5-ylidenemethyl]phosphonic acid diethyl ester). Yield: 67.7%. Reaction SMILES: [CH2:1]([O:3][P:4]([CH:9]=[C:10]1[NH:16][CH2:15][CH2:14][N:13]([CH3:17])[C:12]2[CH:18]=[C:19](Br)[CH:20]=[CH:21][C:11]1=2)(=[O:8])[O:5][CH2:6][CH3:7])[CH3:2].[CH3:23][O:24][C:25]1[CH:26]=[C:27](B(O)O)[CH:28]=[CH:29][CH:30]=1.[F-].[Cs+]>O1CCOCC1.C1(P(C2CCCCC2)C2CCCCC2)CCCCC1>[CH2:1]([O:3][P:4]([CH:9]=[C:10]1[NH:16][CH2:15][CH2:14][N:13]([CH3:17])[C:12]2[CH:18]=[C:19]([C:29]3[CH:28]=[CH:27][CH:26]=[C:25]([O:24][CH3:23])[CH:30]=3)[CH:20]=[CH:21][C:11]1=2)(=[O:8])[O:5][CH2:6][CH3:7])[CH3:2] |f:2.3|. Procedure details: To 300 mg (0.77 mmol) of (8-bromo-1-methyl-1,2,3,4-tetrahydrobenzo[e][1,4]diazepin-5-ylidenemethyl)phosphonic acid diethyl ester (prepared as described in Example 41) in 1 ml of dioxane was added 123 mg (0.81 mmol) of 3-methoxyphenylboronic acid, 7.8 mg (0.028 mmol) of tricyclohexylphosphine, 10.5 mg 0.012 mmol) of tris-(dibenzylideneacetone)-palladium (0) and 141 mg of caesium fluoride. The mixture was heated at 80° C. for 6 hours. The mixture was partitioned between ethyl acetate and water. Th... RXN SMILES: [C:40](=[O:41])([OH:42])[O-:43].[CH3:27][OH:28].[CH3:29][S:30]([OH:31])(=[O:32])=[O:33].[CH3:34][CH2:35][O:36][C:37](=[O:38])[CH3:39].[Na+:44].[OH:1][C:2]([C:3]#[C:4][c:5]1[cH:6][c:7]2[c:17]([cH:18][cH:19]1)[O:16][c:10]1[c:9]([cH:14][c:13]([Br:15])[cH:12][n:11]1)[C:8]21[N:20]=[C:21]([NH2:24])[O:22][CH2:23]1)([CH3:25])[CH3:26]>>[O:1]([C:2]([C:3]#[C:4][c:5]1[cH:6][c:7]2[c:17]([cH:18][cH:19]1)[O:16][c:10]1[c:9]([cH:14][c:13]([Br:15])[cH:12][n:11]1)[C:8]21[N:20]=[C:21]([NH2:24])[O:22][CH2:23]1)([CH3:25])[CH3:26])[CH3:29]. The product is COC(C)(C)C#Cc1ccc2c(c1)C1(COC(N)=N1)c1cc(Br)cnc1O2. Starting materials: O=C([O-])O, CO, CS(=O)(=O)O, CCOC(C)=O, [Na+], CC(C)(O)C#Cc1ccc2c(c1)C1(COC(N)=N1)c1cc(Br)cnc1O2. The reactants are O1C(CCCC1)OCC=O (2-(Tetrahydro-2-pyranyloxy)-acetaldehyde), O1CCCC1 (tetrahydrofuran), [Cl-].[NH4+] (ammonium chloride). Reaction conditions: time 8 hour. Yields the product OC(C#C)COC1OCCCC1 (3-hydroxy-4-(tetrahydro-2-pyranyloxy)-butyne). The yield is 76.0%. RXN SMILES: [O:1]1[CH2:6][CH2:5][CH2:4][CH2:3][CH:2]1[O:7][CH2:8][CH:9]=[O:10].[Cl-].[NH4+].O1CC[CH2:15][CH2:14]1>>[OH:10][CH:9]([CH2:8][O:7][CH:2]1[CH2:3][CH2:4][CH2:5][CH2:6][O:1]1)[C:14]#[CH:15] |f:1.2|. Reported procedure: Acetylene gas was bubbled into tetrahydrofuran (30 ml) for 30 minutes. Ethyl magnesium bromide (25 ml) was added. 2-(Tetrahydro-2-pyranyloxy)-acetaldehyde (5.0 g, 0.035 mole) in tetrahydrofuran (25 ml) was then added. The reaction mixture was warmed to room temperature and stirred overnight. Saturated ammonium chloride aqueous solution (30 ml) was added to quench the unreacted acetylide and extracted with ethyl acetate. The extract was dried over anhydrous magnesium sulfate, concentrated and sep...